The task is: describe an organic reaction: reactants, conditions, products, and yield. This data is from the Open Reaction Database (ORD), a public repository of structured organic reaction records. Reactants: CC(=CCCN1C(C=2C(C1=O)=CC=CC2)=O)C (4-methyl-1-(phthalimido)-3-pentene), N(=O)OCCC(C)C (isoamyl nitrite), Cl (hydrochloric acid). Product: ClC(C(CCN1C(C=2C(C1=O)=CC=CC2)=O)N=O)(C)C (4-Chloro-4-methyl-1-(phthalimido)-3-nitrosopentane). As a reaction SMILES: [CH3:1][C:2]([CH3:17])=[CH:3][CH2:4][CH2:5][N:6]1[C:10](=[O:11])[C:9]2=[CH:12][CH:13]=[CH:14][CH:15]=[C:8]2[C:7]1=[O:16].[N:18]([O:20]CCC(C)C)=O.[ClH:26]>>[Cl:26][C:2]([CH3:17])([CH3:1])[CH:3]([N:18]=[O:20])[CH2:4][CH2:5][N:6]1[C:7](=[O:16])[C:8]2=[CH:15][CH:14]=[CH:13][CH:12]=[C:9]2[C:10]1=[O:11]. Procedure: To a cooled (0-5° C.) solution of 4-methyl-1-(phthalimido)-3-pentene (5.0 g, 0.022 mol) and isoamyl nitrite (13.0 g, 15 mL, 0.11 mol) was added concentrated hydrochloric acid (4.0 mL, 0.04 mol) with stirring. The reaction mixture was maintained below 5° C. during the addition and stirred at 5° C. for an additional 2 h. The solid formed was filtered and washed with cold ether:ethanol (3:1, 150 mL) and dried. Yield: 4.72 g (72.8%). It was crystallized from acetonitrile. mp 140-141° C. MS: (M+H)+=2... Starting materials: [BH4-].[Na+] (sodium borohydride), solution, [H-].C(C(C)C)[Al+]CC(C)C (diisobutylaluminium hydride), C(C1=CC=CC=C1)C(C=1C=C(OCCNS(=O)(=O)C=2N=CN(C2)C)C=CC1F)C#N (1-methyl-1H-imidazole-4-sulfonic acid {2-[3-(benzyl-cyanomethyl)-4-fluoro-phenoxy]-ethyl}-amide), ClCCl (dichloromethane), [OH-].[Na+] (sodium hydroxide). Run in O1CCCC1.CO (tetrahydrofuran methanol), C1(=CC=CC=C1)C (toluene). Reaction conditions: time 30 minute. Product: Cl.NCC(CC1=CC=CC=C1)C=1C=C(OCCNS(=O)(=O)C=2N=CN(C2)C)C=CC1F (1-Methyl-1H-imidazole-4-sulfonic acid {2-[3-(2-amino-1-benzyl-ethyl)-4-fluorophenoxy]-ethyl}-amide hydrochloride). As a reaction SMILES: [H-].C([Al+]CC(C)C)C(C)C.[CH2:11]([CH:18]([C:39]#[N:40])[C:19]1[CH:20]=[C:21]([CH:35]=[CH:36][C:37]=1[F:38])[O:22][CH2:23][CH2:24][NH:25][S:26]([C:29]1[N:30]=[CH:31][N:32]([CH3:34])[CH:33]=1)(=[O:28])=[O:27])[C:12]1[CH:17]=[CH:16][CH:15]=[CH:14][CH:13]=1.[BH4-].[Na+].[OH-].[Na+].[Cl:45]CCl>C1(C)C=CC=CC=1.O1CCCC1.CO>[ClH:45].[NH2:40][CH2:39][CH:18]([C:19]1[CH:20]=[C:21]([CH:35]=[CH:36][C:37]=1[F:38])[O:22][CH2:23][CH2:24][NH:25][S:26]([C:29]1[N:30]=[CH:31][N:32]([CH3:34])[CH:33]=1)(=[O:28])=[O:27])[CH2:11][C:12]1[CH:17]=[CH:16][CH:15]=[CH:14][CH:13]=1 |f:0.1,3.4,5.6,9.10,11.12|. Procedure details: A 1M solution of diisobutylaluminium hydride (3.53 ml, 3.53 mmol) in toluene was added dropwise to a solution of 1-methyl-1H-imidazole-4-sulfonic acid {2-[3-(benzyl-cyanomethyl)-4-fluoro-phenoxy]-ethyl}-amide (721 mg, 1.683 mmol) in 4 ml dichloromethane at 0° C. The reaction was stirred at this temperature for 30 min and then added to a suspension of sodium borohydride (2546 mg, 67.3 mmol) in 5 ml tetrahydrofuran/methanol (1:3) at 0° C., stirred for 1 h allowing to warm up to room temperature. 1...